This data is from the Open Reaction Database (ORD), a public repository of structured organic reaction records. The task is: describe an organic reaction: reactants, conditions, products, and yield Starting materials: CC(=O)NC1=C(C=C(C=C1)Cl)F (4-chloro-2-fluoroacetanilide), [OH-].[Na+] (sodium hydroxide). Run in C(C)O (ethanol), O (water). The product is ClC1=CC(=C(N)C=C1)F (4-chloro-2-fluoroaniline). The yield is 67.0%. As a reaction SMILES: CC([NH:4][C:5]1[CH:10]=[CH:9][C:8]([Cl:11])=[CH:7][C:6]=1[F:12])=O.[OH-].[Na+]>C(O)C.O>[Cl:11][C:8]1[CH:9]=[CH:10][C:5]([NH2:4])=[C:6]([F:12])[CH:7]=1 |f:1.2|. Reported procedure: To a stirred solution of 155 g (0.83 mole) of 4-chloro-2-fluoroacetanilide in 400 ml of ethanol was added dropwise a solution of 72.0 g (1.8 moles) of sodium hydroxide in 100 ml of water. Upon completion of addition the reaction mixture was heated under reflux for three hours. The reaction mixture was cooled to ambient temperature and extracted with diethyl ether. The combined extracts were concentrated under reduced pressure to a residual oil. The oil was distilled under reduced pressure to yie... The reactants are BrCCCBr, C1CCOC1, [Li]CCCC, c1ccoc1. Product: BrCCCc1ccco1. As a reaction SMILES: [Br:11][CH2:12][CH2:13][CH2:14][Br:15].[CH2:16]1[O:17][CH2:18][CH2:19][CH2:20]1.[Li:1][CH2:2][CH2:3][CH2:4][CH3:5].[cH:6]1[cH:7][cH:8][o:9][cH:10]1>>[cH:6]1[cH:7][c:8]([CH2:14][CH2:13][CH2:12][Br:11])[o:9][cH:10]1.